The task is: describe an organic reaction: reactants, conditions, products, and yield. This data is from the Open Reaction Database (ORD), a public repository of structured organic reaction records. Starting materials: BrC1=C(C=C(C=C1)F)O (2-Bromo-5-fluoro-phenol), FC1=NC=CC=C1 (2-fluoro-pyridine). Yields the product BrC1=C(OC2=NC=CC=C2)C=C(C=C1)F (2-(2-Bromo-5-fluoro-phenoxy)-pyridine). Reaction SMILES: [Br:1][C:2]1[CH:7]=[CH:6][C:5]([F:8])=[CH:4][C:3]=1[OH:9].F[C:11]1[CH:16]=[CH:15][CH:14]=[CH:13][N:12]=1>>[Br:1][C:2]1[CH:7]=[CH:6][C:5]([F:8])=[CH:4][C:3]=1[O:9][C:11]1[CH:16]=[CH:15][CH:14]=[CH:13][N:12]=1. Procedure: 2-Bromo-5-fluoro-phenol was reacted with 2-fluoro-pyridine according to the method of Example 101A to provide the title compound. MS (DCI/NH3) m/z 268 (M)+, 270 (M+2)+. Starting materials: FC(S(=O)(=O)OS(=O)(=O)C(F)(F)F)(F)F (Trifluoromethanesulfonic anhydride), COC(C(CC(C)C)C1=CC(=CC(=C1)O)O)=O (2-(3,5-dihydroxy-phenyl)-4-methyl-pentanoic acid methyl ester), N1=CC=CC=C1 (pyridine). Solvent: C(Cl)Cl (DCM). Run at time 1 hour. Yields the product COC(C(CC(C)C)C1=CC(=CC(=C1)OS(=O)(=O)C(F)(F)F)OS(=O)(=O)C(F)(F)F)=O (2-(3,5-Bis-trifluoromethanesulfonyloxy-phenyl)-4-methyl-pentanoic acid methyl ester). Yield: 98.6%. As a reaction SMILES: FC(F)(F)S([O:6][S:7]([C:10]([F:13])([F:12])[F:11])(=[O:9])=[O:8])(=O)=O.[CH3:16][O:17][C:18](=[O:32])[CH:19]([C:24]1[CH:29]=[C:28]([OH:30])[CH:27]=[C:26](O)[CH:25]=1)[CH2:20][CH:21]([CH3:23])[CH3:22].N1C=CC=CC=1>C(Cl)Cl>[CH3:16][O:17][C:18](=[O:32])[CH:19]([C:24]1[CH:29]=[C:28]([O:30][S:7]([C:10]([F:13])([F:12])[F:11])(=[O:8])=[O:6])[CH:27]=[C:26]([O:6][S:7]([C:10]([F:11])([F:12])[F:13])(=[O:8])=[O:9])[CH:25]=1)[CH2:20][CH:21]([CH3:23])[CH3:22]. Reported procedure: Trifluoromethanesulfonic anhydride (208 μL, 1.26 mmol) was added dropwise to a stirred solution of 2-(3,5-dihydroxy-phenyl)-4-methyl-pentanoic acid methyl ester (50 mg, 0.21 mmol) and pyridine (195 μL, 2.52 mmol) in DCM (5 mL) at 0° C. then warmed to room temperature. After 1 h, the mixture washed with 1M HCl (2 mL), dried (MgSO4) and concentrated in vacuo to afford the title product as an orange oil (104 mg, 99%). The product was used without further purification in the next step Starting materials: Cc1c(NC(C(=O)O)C(C)O)ccc(C#N)c1Cl, NNC(=O)c1ccc(Cl)cc1. Product: Cc1c(NC(C(=O)NNC(=O)c2ccc(Cl)cc2)C(C)O)ccc(C#N)c1Cl. As a reaction SMILES: [Cl:12][c:13]1[c:14]([CH3:29])[c:15]([NH:21][CH:22]([C:23](=[O:24])[OH:25])[CH:26]([CH3:27])[OH:28])[cH:16][cH:17][c:18]1[C:19]#[N:20].[Cl:1][c:2]1[cH:3][cH:4][c:5]([C:6](=[O:7])[NH:8][NH2:9])[cH:10][cH:11]1>>[Cl:1][c:2]1[cH:3][cH:4][c:5]([C:6](=[O:7])[NH:8][NH:9][C:23]([CH:22]([NH:21][c:15]2[c:14]([CH3:29])[c:13]([Cl:12])[c:18]([C:19]#[N:20])[cH:17][cH:16]2)[CH:26]([CH3:27])[OH:28])=[O:24])[cH:10][cH:11]1. Reactants: NC1C(N(C2=C(C=CC=C2C1)N1C(CCC1)=O)CC1=CSC=C1)=O ((−)-3-amino-8-(2-oxopyrrolidin-1-yl)-1-(thiophen-3-ylmethyl)-3,4-dihydroquinolin-2(1H)-one), C(C)(C)(C)OC(=O)N[C@H](CC1=CNC2=CC=CC=C12)C(=O)O (N-tert-butoxycarbonyl-D-tryptophan). The product is N1C=C(C2=CC=CC=C12)C[C@H](C(NC1C(N(C2=C(C=CC=C2C1)N1C(CCC1)=O)CC1=CSC=C1)=O)=O)NC(OC(C)(C)C)=O (tert-butyl (2R)-3-(1H-indol-3-yl)-1-oxo-1-[2-oxo-8-(2-oxopyrrolidin-1-yl)-1-(thiophen-3-ylmethyl)-1,2,3,4-tetrahydroquinolin-3-ylamino]propan-2-ylcarbamate). RXN SMILES: [NH2:1][CH:2]1[CH2:11][C:10]2[C:5](=[C:6]([N:12]3[CH2:16][CH2:15][CH2:14][C:13]3=[O:17])[CH:7]=[CH:8][CH:9]=2)[N:4]([CH2:18][C:19]2[CH:23]=[CH:22][S:21][CH:20]=2)[C:3]1=[O:24].[C:25]([O:29][C:30]([NH:32][C@@H:33]([C:44](O)=[O:45])[CH2:34][C:35]1[C:43]2[C:38](=[CH:39][CH:40]=[CH:41][CH:42]=2)[NH:37][CH:36]=1)=[O:31])([CH3:28])([CH3:27])[CH3:26]>>[NH:37]1[C:38]2[C:43](=[CH:42][CH:41]=[CH:40][CH:39]=2)[C:35]([CH2:34][C@@H:33]([NH:32][C:30](=[O:31])[O:29][C:25]([CH3:27])([CH3:26])[CH3:28])[C:44](=[O:45])[NH:1][CH:2]2[CH2:11][C:10]3[C:5](=[C:6]([N:12]4[CH2:16][CH2:15][CH2:14][C:13]4=[O:17])[CH:7]=[CH:8][CH:9]=3)[N:4]([CH2:18][C:19]3[CH:23]=[CH:22][S:21][CH:20]=3)[C:3]2=[O:24])=[CH:36]1. Procedure details: The procedure of Example 14(a) was repeated, except that (−)-3-amino-8-(2-oxopyrrolidin-1-yl)-1-(thiophen-3-ylmethyl)-3,4-dihydroquinolin-2(1H)-one (300 mg) and N-tert-butoxycarbonyl-D-tryptophan (294 mg) were used, whereby tert-butyl (2R)-3-(1H-indol-3-yl)-1-oxo-1-[2-oxo-8-(2-oxopyrrolidin-1-yl)-1-(thiophen-3-ylmethyl)-1,2,3,4-tetrahydroquinolin-3-ylamino]propan-2-ylcarbamate was yielded. Subsequently, the procedure of Example 15(a) was repeated, except that the compound prepared as described a... Starting materials: NC1=CC=CC=C1 (aniline), NC(=O)N (urea), C12CN(CC(CC1)O2)C2=C1C(=NC(=N2)C2=CC=C(C=C2)NC(=O)NCC)N(N=C1)C1CCN(CC1)C(=O)OCC (ethyl 4-(4-(8-oxa-3-azabicyclo[3.2.1]octan-3-yl)-6-(4-(3-ethylureido)phenyl)-1H-pyrazolo[3,4-d]pyrimidin-1-yl)piperidine-1-carboxylate), CN1CCN(CC1)C1=CC=C(N)C=C1 (4-(4-methylpiperazino)aniline). Product: C12CN(CC(CC1)O2)C2=C1C(=NC(=N2)C2=CC=C(C=C2)NC(=O)NC2=CC=C(C=C2)N2CCN(CC2)C)N(N=C1)C1CCN(CC1)C(=O)OC (methyl 4-(4-(8-oxa-3-azabicyclo[3.2.1]octan-3-yl)-6-(4-(3-(4-(4-methylpiperazin-1-yl)phenyl)ureido)phenyl)-1H-pyrazolo[3,4-d]pyrimidin-1-yl)piperidine-1-carboxylate). Reaction SMILES: NC(N)=O.[CH:5]12[O:12][CH:9]([CH2:10][CH2:11]1)[CH2:8][N:7]([C:13]1[N:18]=[C:17]([C:19]3[CH:24]=[CH:23][C:22]([NH:25][C:26]([NH:28][CH2:29][CH3:30])=[O:27])=[CH:21][CH:20]=3)[N:16]=[C:15]3[N:31]([CH:34]4[CH2:39][CH2:38][N:37]([C:40]([O:42][CH2:43]C)=[O:41])[CH2:36][CH2:35]4)[N:32]=[CH:33][C:14]=13)[CH2:6]2.[CH3:45][N:46]1[CH2:51][CH2:50][N:49]([C:52]2[CH:58]=CC(N)=[CH:54][CH:53]=2)[CH2:48][CH2:47]1.NC1C=CC=CC=1>>[CH:9]12[O:12][CH:5]([CH2:11][CH2:10]1)[CH2:6][N:7]([C:13]1[N:18]=[C:17]([C:19]3[CH:24]=[CH:23][C:22]([NH:25][C:26]([NH:28][C:29]4[CH:30]=[CH:58][C:52]([N:49]5[CH2:48][CH2:47][N:46]([CH3:45])[CH2:51][CH2:50]5)=[CH:53][CH:54]=4)=[O:27])=[CH:21][CH:20]=3)[N:16]=[C:15]3[N:31]([CH:34]4[CH2:35][CH2:36][N:37]([C:40]([O:42][CH3:43])=[O:41])[CH2:38][CH2:39]4)[N:32]=[CH:33][C:14]=13)[CH2:8]2. Reported procedure: A urea formation procedure similar to that used for the synthesis of ethyl 4-(4-(8-oxa-3-azabicyclo[3.2.1]octan-3-yl)-6-(4-(3-ethylureido)phenyl)-1H-pyrazolo[3,4-d]pyrimidin-1-yl)piperidine-1-carboxylate is used, utilizing 4-(4-methylpiperazino)aniline as the aniline component. (7%, MS=681.4 (M+H)) The reactants are FC1=CC=C(C=C1)C(CN(S(=O)(=O)C=1SC(=CC1)Br)C)=O (5-bromothiophene-2-sulfonic acid [2-(4-fluorophenyl)-2-oxoethyl]-methyl-amide), [BH4-].[Na+] (sodium borohydride). The product is FC1=CC=C(C=C1)C(CN(S(=O)(=O)C=1SC(=CC1)Br)C)O (5-Bromothiophene-2-sulfonic acid[2-(4-fluorophenyl)-2-hydroxyethyl]-methyl-amide). The yield is 94.0%. As a reaction SMILES: [F:1][C:2]1[CH:7]=[CH:6][C:5]([C:8](=[O:21])[CH2:9][N:10]([CH3:20])[S:11]([C:14]2[S:15][C:16]([Br:19])=[CH:17][CH:18]=2)(=[O:13])=[O:12])=[CH:4][CH:3]=1.[BH4-].[Na+]>>[F:1][C:2]1[CH:7]=[CH:6][C:5]([CH:8]([OH:21])[CH2:9][N:10]([CH3:20])[S:11]([C:14]2[S:15][C:16]([Br:19])=[CH:17][CH:18]=2)(=[O:12])=[O:13])=[CH:4][CH:3]=1 |f:1.2|. Procedure details: 5-bromothiophene-2-sulfonic acid [2-(4-fluorophenyl)-2-oxoethyl]-methyl-amide (270 mg) was reduced with sodium borohydride (26 mg) on an ice-bath and the title compound (255 mg) was obtained as a yellow oily substance. Reactants: CCC(CC)c1cc(C)nn2c(-c3sc(Br)cc3Cl)c(C)nc12, Brc1cscn1, C1CCOC1, CCOC(C)=O. Product: CCC(CC)c1cc(C)nn2c(-c3sc(-c4cscn4)cc3Cl)c(C)nc12. RXN SMILES: [Br:1][c:2]1[cH:3][c:4]([Cl:23])[c:5](-[c:7]2[c:8]([CH3:22])[n:9][c:10]3[n:11]2[n:12][c:13]([CH3:21])[cH:14][c:15]3[CH:16]([CH2:17][CH3:18])[CH2:19][CH3:20])[s:6]1.[Br:29][c:30]1[n:31][cH:32][s:33][cH:34]1.[CH2:24]1[O:25][CH2:26][CH2:27][CH2:28]1.[CH3:35][CH2:36][O:37][C:38]([CH3:39])=[O:40]>>[c:2]1(-[c:30]2[n:31][cH:32][s:33][cH:34]2)[cH:3][c:4]([Cl:23])[c:5](-[c:7]2[c:8]([CH3:22])[n:9][c:10]3[n:11]2[n:12][c:13]([CH3:21])[cH:14][c:15]3[CH:16]([CH2:17][CH3:18])[CH2:19][CH3:20])[s:6]1. Starting materials: Cl (HCl), C(C)OCC (diethyl ether), NC1=C(CNC2CCN(CC2)CC2=CC=CC=C2)C=CC=C1 ((2-amino-benzyl)-(1-benzyl-piperidin-4-yl)-amine), S(=O)(=O)(N)N (sulfamide). Solvent: O1CCOCC1 (1,4-dioxane), N1=CC=CC=C1 (pyridine), C(C)(=O)OCC (ethyl acetate). Yields the product C(C1=CC=CC=C1)N1CCC(CC1)N1S(NC2=C(C1)C=CC=C2)(=O)=O (3-(1-Benzyl-piperidin-4-yl)-3,4-dihydro-1H-benzo[1,2,6]thiadiazine-2,2-dioxide). RXN SMILES: [NH2:1][C:2]1[CH:22]=[CH:21][CH:20]=[CH:19][C:3]=1[CH2:4][NH:5][CH:6]1[CH2:11][CH2:10][N:9]([CH2:12][C:13]2[CH:18]=[CH:17][CH:16]=[CH:15][CH:14]=2)[CH2:8][CH2:7]1.[S:23](N)(N)(=[O:25])=[O:24].Cl.C(OCC)C>N1C=CC=CC=1.C(OCC)(=O)C.O1CCOCC1>[CH2:12]([N:9]1[CH2:10][CH2:11][CH:6]([N:5]2[CH2:4][C:3]3[CH:19]=[CH:20][CH:21]=[CH:22][C:2]=3[NH:1][S:23]2(=[O:25])=[O:24])[CH2:7][CH2:8]1)[C:13]1[CH:14]=[CH:15][CH:16]=[CH:17][CH:18]=1. Reported procedure: A solution of (2-amino-benzyl)-(1-benzyl-piperidin-4-yl)-amine (1.0 g, 3.39 mmol) and sulfamide (0.64 g, 6.78 mmol) in pyridine was heated at reflux for 14 h. After cooling to room temperature, the solvent was evaporated and the crude product dissolved in water. After being adjusted to pH 9 with 6N sodium hydroxide, the resulting mixture was extracted with methylene chloride (2×). The extracts were washed with water (2×), dried over sodium sulfate, filtered, and concentrated to afford an oily re... Reactants: FC=1C=C2C=CNC2=C(C1)CSC (5-Fluoro-7-[(methylsulfanyl)methyl]-1H-indole), ClC1=CC(=C(C=C1)C(O)C1=CC=C(C=C1)F)C ((4-Chloro-2-methylphenyl)(4-fluorophenyl)methanol), FC1=CC=C(C=C1)C(C1=CNC2=C(C=CC=C12)CSC)C1=CC=C(C=C1)F (3-[Bis(4-fluorophenyl)methyl]-7-[(methylsulfanyl)methyl]-1H-indole). Run at temperature 80 celsius, time 4 hour. The product is ClC1=CC(=C(C=C1)C(C1=CNC2=C(C=C(C=C12)F)CSC)C1=CC=C(C=C1)F)C (3-[(4-Chloro-2-methylphenyl)(4-fluorophenyl)methyl]-5-fluoro-7-[(methylsulfanyl)methyl]-1H-indole). Reaction SMILES: [F:1][C:2]1[CH:3]=[C:4]2[C:8](=[C:9]([CH2:11][S:12][CH3:13])[CH:10]=1)[NH:7][CH:6]=[CH:5]2.[Cl:14][C:15]1[CH:20]=[CH:19][C:18]([CH:21]([C:23]2[CH:28]=[CH:27][C:26]([F:29])=[CH:25][CH:24]=2)O)=[C:17]([CH3:30])[CH:16]=1.FC1C=CC(C(C2C=CC(F)=CC=2)C2C3C(=C(CSC)C=CC=3)NC=2)=CC=1>>[Cl:14][C:15]1[CH:20]=[CH:19][C:18]([CH:21]([C:23]2[CH:28]=[CH:27][C:26]([F:29])=[CH:25][CH:24]=2)[C:5]2[C:4]3[C:8](=[C:9]([CH2:11][S:12][CH3:13])[CH:10]=[C:2]([F:1])[CH:3]=3)[NH:7][CH:6]=2)=[C:17]([CH3:30])[CH:16]=1. Reported procedure: The title compound was prepared starting from 500 mg (2.56 mmol) of the compound from Example 11A and 706 mg (2.56 mmol) of the compound from Example 83A in analogy to the synthesis of the compound from Example 278. A difference was that stirring at 80° C. was for only 4 h. 616 mg (56% of theory) of the target compound were obtained. Reactants: CC(C)C[Al+]CC(C)C, COC(=O)NCc1cc(C(=O)OC)ccc1Cl, Cl, [H-], C1CCOC1, O. The product is COC(=O)NCc1cc(CO)ccc1Cl. As a reaction SMILES: [CH2:19]([Al+:20][CH2:21][CH:22]([CH3:23])[CH3:24])[CH:25]([CH3:26])[CH3:27].[Cl:1][c:2]1[c:3]([CH2:12][NH:13][C:14](=[O:15])[O:16][CH3:17])[cH:4][c:5]([C:6](=[O:7])[O:8][CH3:9])[cH:10][cH:11]1.[ClH:28].[H-:18].[O:30]1[CH2:31][CH2:32][CH2:33][CH2:34]1.[OH2:29]>>[Cl:1][c:2]1[c:3]([CH2:12][NH:13][C:14](=[O:15])[O:16][CH3:17])[cH:4][c:5]([CH2:6][OH:7])[cH:10][cH:11]1.